Dataset: the Open Reaction Database (ORD), a public repository of structured organic reaction records. Task: describe an organic reaction: reactants, conditions, products, and yield Reactants: CC[O-], CCO, O=C1Nc2cc(Cl)ccc2C1=O, NN, [Na+], O. The product is O=C1Cc2ccc(Cl)cc2N1. RXN SMILES: [CH3:17][CH2:18][O-:19].[CH3:20][CH2:21][OH:22].[Cl:1][c:2]1[cH:3][cH:4][c:5]2[c:9]([cH:10]1)[NH:8][C:7](=[O:11])[C:6]2=[O:12].[NH2:14][NH2:15].[Na+:16].[OH2:13]>>[Cl:1][c:2]1[cH:3][cH:4][c:5]2[c:9]([cH:10]1)[NH:8][C:7](=[O:11])[CH2:6]2. Starting materials: C1(=CC=CC=C1)P(C1=CC=CC=C1)C1=CC=CC=C1 (triphenylphosphine), N(=[N+]=[N-])\C(\C(=O)OC)=C/C=C/C1=CC=C(C=C1)C(C)C (methyl (2Z,4E)-2-azido-5-(4-isopropylphenyl)penta-2,4-dienoate), N(=[N+]=[N-])\C(\C(=O)OC)=C/C=C/C1=CC=C(C=C1)C(C)C (methyl (2Z,4E)-2-azido-5-(4-isopropylphenyl)penta-2,4-dienoate). Run in C(C)OCC (diethyl ether). Product: COC(=O)C(N=P(C1=CC=CC=C1)(C1=CC=CC=C1)C1=CC=CC=C1)=CC=CC1=CC=C(C=C1)C(C)C (3-Methoxycarbonyl-1,1,1-triphenyl-6-(4-isopropylphenyl)-2-aza-1λ5-phosphahexa-1,3,5-triene). As a reaction SMILES: [C:1]1([P:7]([C:14]2[CH:19]=[CH:18][CH:17]=[CH:16][CH:15]=2)[C:8]2[CH:13]=[CH:12][CH:11]=[CH:10][CH:9]=2)[CH:6]=[CH:5][CH:4]=[CH:3][CH:2]=1.[N:20](/[C:23](=[CH:28]\[CH:29]=[CH:30]\[C:31]1[CH:36]=[CH:35][C:34]([CH:37]([CH3:39])[CH3:38])=[CH:33][CH:32]=1)/[C:24]([O:26][CH3:27])=[O:25])=[N+]=[N-]>C(OCC)C>[CH3:27][O:26][C:24]([C:23](=[CH:28][CH:29]=[CH:30][C:31]1[CH:36]=[CH:35][C:34]([CH:37]([CH3:39])[CH3:38])=[CH:33][CH:32]=1)[N:20]=[P:7]([C:1]1[CH:2]=[CH:3][CH:4]=[CH:5][CH:6]=1)([C:8]1[CH:13]=[CH:12][CH:11]=[CH:10][CH:9]=1)[C:14]1[CH:15]=[CH:16][CH:17]=[CH:18][CH:19]=1)=[O:25]. Procedure: Following General Procedure J, triphenylphosphine (1.4 g, 5.2 mmol), methyl (2Z,4E)-2-azido-5-(4-isopropylphenyl)penta-2,4-dienoate (Compound 111, 1.4 g, 5.2 mmol) in diethyl ether (50 ml) were reacted to produce the title compound as a yellow solid. Reactants: ice, C(=O)(OCC)C(CCC1=CC=CC=C1)NNC(=O)OC(C)(C)C (N-(1-carboethoxy-3-phenylpropyl)-N'-BOC-hydrazine), FC(C(=O)O)(F)F (trifluoroacetic acid). Reaction conditions: time 1 hour. Product: FC(C(=O)O)(F)F.C1(=CC=CC=C1)CCC(C(=O)OCC)NN (Ethyl 4-phenyl-2-hydrazinobutanoate trifluoroacetate). Reaction SMILES: [C:1]([CH:6]([NH:15][NH:16]C(OC(C)(C)C)=O)[CH2:7][CH2:8][C:9]1[CH:14]=[CH:13][CH:12]=[CH:11][CH:10]=1)([O:3][CH2:4][CH3:5])=[O:2].[F:24][C:25]([F:30])([F:29])[C:26]([OH:28])=[O:27]>>[F:24][C:25]([F:30])([F:29])[C:26]([OH:28])=[O:27].[C:9]1([CH2:8][CH2:7][CH:6]([NH:15][NH2:16])[C:1]([O:3][CH2:4][CH3:5])=[O:2])[CH:10]=[CH:11][CH:12]=[CH:13][CH:14]=1 |f:2.3|. Procedure: A solution of ethyl 4-phenyl-2-oxobutanoate (2.06 g; 10 mmol) and t-butylcarbazate (1.32 g; 10 mmol) in THF (50 ml) can be warmed at reflux for 8 hours. Solvent can be evaporated and the residue taken up in anhydrous ethanol (25 ml). Sodium cyanoborohydride (0.31 g; 5 mmol) can be added, and the solution stirred for 4 hrs. The residue, after evaporation, can be stirred with EtOAc (50 ml) and hydrochloric acid (0.5 N: 20 ml) for 30 minutes. The aqueous layer can be neutralized by addition of K2CO... Starting materials: O (water), [N+](=O)([O-])C(C(=O)OCC)C1C2=C(C=CC3=C1C=CC=C3)C=CC=C2 (Ethyl α-nitro-5H-dibenzo[a,d]cycloheptene-5-acetate), Cl (hydrochloric acid). The reagents and catalysts are [Pd] (palladium on carbon). The solvent is C(C)O (ethanol). The product is Cl.NC(C(=O)OCC)C1C2=C(CCC3=C1C=CC=C3)C=CC=C2 (Ethyl α-Amino-10,11-dihydro-5H-dibenzo[a,d]cycloheptene-5-acetate hydrochloride). Reaction SMILES: [N+:1]([CH:4]([CH:10]1[C:16]2[CH:17]=[CH:18][CH:19]=[CH:20][C:15]=2[CH:14]=[CH:13][C:12]2[CH:21]=[CH:22][CH:23]=[CH:24][C:11]1=2)[C:5]([O:7][CH2:8][CH3:9])=[O:6])([O-])=O.O.[ClH:26]>C(O)C.[Pd]>[ClH:26].[NH2:1][CH:4]([CH:10]1[C:16]2[CH:17]=[CH:18][CH:19]=[CH:20][C:15]=2[CH2:14][CH2:13][C:12]2[CH:21]=[CH:22][CH:23]=[CH:24][C:11]1=2)[C:5]([O:7][CH2:8][CH3:9])=[O:6] |f:5.6|. Reported procedure: Ethyl α-nitro-5H-dibenzo[a,d]cycloheptene-5-acetate (13 g, 40 mmol) (Example 4, Step A) is dissolved in 150 mL of ethanol, 40 mL of water, and 3.5 mL of concentrated hydrochloric acid and hydrogenated with 2.0 g of 20% palladium on carbon (52 psi, 30 hours). The filtered solution is stripped and a white solid washed with diethyl ether, dried at 50° C./2 mm Hg. The crude product is used as is in the next step. Reactants: C(=O)(O)CCCCCNC1=C(C(N(C(N1C)=O)C)=O)NC=O (6-[N-(5-Carboxypentyl)amino]-1,3-dimethyl-5-formamidouracil), C(C)O (ethanol). Run in ClC1=C(C=CC=C1)Cl (o-dichlorobenzene). The product is C(=O)(O)CCCCCN1C=2N(C(N(C(C2N=C1)=O)C)=O)C (9-(5-Carboxypentyl)-1,3-dimethylxanthine). Isolated yield 65.7%. RXN SMILES: [C:1]([CH2:4][CH2:5][CH2:6][CH2:7][CH2:8][NH:9][C:10]1[N:15]([CH3:16])[C:14](=[O:17])[N:13]([CH3:18])[C:12](=[O:19])[C:11]=1[NH:20][CH:21]=O)([OH:3])=[O:2].C(O)C>ClC1C=CC=CC=1Cl>[C:1]([CH2:4][CH2:5][CH2:6][CH2:7][CH2:8][N:9]1[CH:21]=[N:20][C:11]2[C:12](=[O:19])[N:13]([CH3:18])[C:14](=[O:17])[N:15]([CH3:16])[C:10]1=2)([OH:3])=[O:2]. Procedure details: 9.3 Grams (0.03 mol) of the formamido derivative (IV) was suspended in 500 ml of o-dichlorobenzene and stirred at reflux under an inert atmosphere for 4 hours. It was cooled and the solvent removed on a rotary evaporator attached to a vacuum pump. The crystalline residue was partitioned between 200 ml of ether and 100 ml of 5% aqueous sodium bicarbonate solution. The aqueous phase was separated, washed with 100 ml of ether, and acidified to pH 3.2 with 5N HCl. The precipitate was recrystallized ... Starting materials: C1(CCCCC1)CC=CCC(C(=O)O)C(C)C (racemic 6-cyclohexyl-2-isopropyl-4-hexenoic acid), COC=1C=CC2=C(C1)C(=CC=N2)[C@H]([C@@H]3C[C@@H]4CCN3C[C@@H]4C=C)O (quinine). The solvent is CO (methanol). The product is C1(CCCCC1)CC=CC[C@@H](C(=O)O)C(C)C (6-cyclohexyl-2(R)-isopropyl-4-hexenoic acid). Reaction SMILES: [CH:1]1([CH2:7][CH:8]=[CH:9][CH2:10][CH:11]([CH:15]([CH3:17])[CH3:16])[C:12]([OH:14])=[O:13])[CH2:6][CH2:5][CH2:4][CH2:3][CH2:2]1.COC1C=CC2N=CC=C([C@@H](O)[C@H]3N4C[C@H](C=C)[C@@H](CC4)C3)C=2C=1>CO>[CH:1]1([CH2:7][CH:8]=[CH:9][CH2:10][C@H:11]([CH:15]([CH3:17])[CH3:16])[C:12]([OH:14])=[O:13])[CH2:6][CH2:5][CH2:4][CH2:3][CH2:2]1. Reported procedure: 154.65 g (0.65 mol) of racemic 6-cyclohexyl-2-isopropyl-4-hexenoic acid and 210.5 g (0.65 mol) of anhydrous quinine are dissolved in 1 liter of methanol. The mixture is concentrated by evaporation and the residue is recrystallised from ether/hexane. The crystallisate is filtered with suction and thoroughly washed with cold hexane. The salt is treated with 1N HCl and the acid is extracted with ether. Concentration by evaporation yields 6-cyclohexyl-2(R)-isopropyl-4-hexenoic acid of 90% ee. If the... Starting materials: [Br-], CC(C)(C)c1cnc(CSc2cnc(NC(=O)Cc3ccc(C=O)cc3)s2)o1, C[Mg+], C1CCOC1. Product: CC(O)c1ccc(CC(=O)Nc2ncc(SCc3ncc(C(C)(C)C)o3)s2)cc1. Reaction SMILES: [Br-:29].[CH3:1][C:2]([CH3:3])([CH3:4])[c:5]1[cH:6][n:7][c:8]([CH2:10][S:11][c:12]2[cH:13][n:14][c:15]([NH:17][C:18]([CH2:19][c:20]3[cH:21][cH:22][c:23]([CH:26]=[O:27])[cH:24][cH:25]3)=[O:28])[s:16]2)[o:9]1.[CH3:30][Mg+:31].[O:32]1[CH2:33][CH2:34][CH2:35][CH2:36]1>>[CH3:1][C:2]([CH3:3])([CH3:4])[c:5]1[cH:6][n:7][c:8]([CH2:10][S:11][c:12]2[cH:13][n:14][c:15]([NH:17][C:18]([CH2:19][c:20]3[cH:21][cH:22][c:23]([CH:26]([OH:27])[CH3:30])[cH:24][cH:25]3)=[O:28])[s:16]2)[o:9]1. Starting materials: C(C1=CC=CC=C1)O[C@@H]1[C@@]2(CO[C@]([C@@H]([C@H]1OCC1=CC=CC=C1)OCC1=CC=CC=C1)(O2)C2=CC(=C(C=C2)Cl)CC2=C(C(=C(C=C2)OC)F)F)C=O ((1S,2S,3S,4R,5S)-2,3,4-tribenzyloxy-5-[4-chloro-3-[(2,3-difluoro-4-methoxy-phenyl)methyl]phenyl]-6,8-dioxabicyclo[3.2.1]octane-1-carbaldehyde), C[Mg]Br (methylmagnesium bromide). Run in O1CCCC1 (tetrahydrofuran). Run at time 2 hour. Product: C(C1=CC=CC=C1)O[C@@H]1[C@@]2(CO[C@]([C@@H]([C@H]1OCC1=CC=CC=C1)OCC1=CC=CC=C1)(O2)C2=CC(=C(C=C2)Cl)CC2=C(C(=C(C=C2)OC)F)F)C(C)O (1-[(1R,2S,3S,4R,5S)-2,3,4-tribenzyloxy-5-[4-chloro-3-[(2,3-difluoro-4-methoxy-phenyl)methyl]phenyl]-6,8-dioxabicyclo[3.2.1]octan-1-yl]ethanol). Isolated yield 27.3%. As a reaction SMILES: [CH2:1]([O:8][C@H:9]1[C@H:15]([O:16][CH2:17][C:18]2[CH:23]=[CH:22][CH:21]=[CH:20][CH:19]=2)[C@@H:14]([O:24][CH2:25][C:26]2[CH:31]=[CH:30][CH:29]=[CH:28][CH:27]=2)[C@:13]2([C:33]3[CH:38]=[CH:37][C:36]([Cl:39])=[C:35]([CH2:40][C:41]4[CH:46]=[CH:45][C:44]([O:47][CH3:48])=[C:43]([F:49])[C:42]=4[F:50])[CH:34]=3)[O:32][C@@:10]1([CH:51]=[O:52])[CH2:11][O:12]2)[C:2]1[CH:7]=[CH:6][CH:5]=[CH:4][CH:3]=1.[CH3:53][Mg]Br>O1CCCC1>[CH2:1]([O:8][C@H:9]1[C@H:15]([O:16][CH2:17][C:18]2[CH:19]=[CH:20][CH:21]=[CH:22][CH:23]=2)[C@@H:14]([O:24][CH2:25][C:26]2[CH:31]=[CH:30][CH:29]=[CH:28][CH:27]=2)[C@:13]2([C:33]3[CH:38]=[CH:37][C:36]([Cl:39])=[C:35]([CH2:40][C:41]4[CH:46]=[CH:45][C:44]([O:47][CH3:48])=[C:43]([F:49])[C:42]=4[F:50])[CH:34]=3)[O:32][C@@:10]1([CH:51]([OH:52])[CH3:53])[CH2:11][O:12]2)[C:2]1[CH:7]=[CH:6][CH:5]=[CH:4][CH:3]=1. Procedure: To a solution of (1S,2S,3S,4R,5S)-2,3,4-tribenzyloxy-5-[4-chloro-3-[(2,3-difluoro-4-methoxy-phenyl)methyl]phenyl]-6,8-dioxa bicyclo[3.2.1]octane-1-carbaldehyde 21p (0.50 g, 0.69 mmol) in dry tetrahydrofuran (10 mL) was added dropwise methylmagnesium bromide (0.46 mL, 1.38 mmol, 3M in ethyl ether) under N2 at 0° C. The mixture was stirred at room temperature for 2 hours and quenched with water (10 mL). The resulting mixture was extracted with ethyl acetate (10 mL×3). The combined organic layers w...